Dataset: the Open Reaction Database (ORD), a public repository of structured organic reaction records. Task: describe an organic reaction: reactants, conditions, products, and yield Reactants: Cc1cc2cc(N)ccc2n1CCN1CCCC1, CSC(=N)c1cccs1, CCO, I, [Na+], O=C([O-])O. Yields the product Cc1cc2cc(NC(=N)c3cccs3)ccc2n1CCN1CCCC1. Reaction SMILES: [CH3:1][c:2]1[n:3]([CH2:12][CH2:13][N:14]2[CH2:15][CH2:16][CH2:17][CH2:18]2)[c:4]2[cH:5][cH:6][c:7]([NH2:11])[cH:8][c:9]2[cH:10]1.[CH3:20][S:21][C:22](=[NH:23])[c:24]1[s:25][cH:26][cH:27][cH:28]1.[CH3:29][CH2:30][OH:31].[IH:19].[Na+:36].[O-:32][C:33]([OH:34])=[O:35]>>[CH3:1][c:2]1[n:3]([CH2:12][CH2:13][N:14]2[CH2:15][CH2:16][CH2:17][CH2:18]2)[c:4]2[cH:5][cH:6][c:7]([NH:11][C:22](=[NH:23])[c:24]3[s:25][cH:26][cH:27][cH:28]3)[cH:8][c:9]2[cH:10]1. The reactants are C1(=CC=C(C=C1)S(=O)(=O)OCC(COS(=O)(=O)C1=CC=C(C=C1)C)(C)C)C (toluene-4-sulfonic acid 3-toluene-4-sulfonyloxy-2,2-dimethylpropyl ester), [C-]#N.[K+] (KCN), O (water). Run in CS(=O)C (DMSO). Conditions: temperature 80 celsius, time 18 hour. Yields the product C(#N)CC(COS(=O)(=O)C1=CC=C(C=C1)C)(C)C (Toluene-4-sulfonic Acid 3-cyano-2,2-dimethylpropyl Ester). RXN SMILES: C1(C)C=CC(S(O[CH2:11][C:12]([CH3:26])([CH3:25])[CH2:13][O:14][S:15]([C:18]2[CH:23]=[CH:22][C:21]([CH3:24])=[CH:20][CH:19]=2)(=[O:17])=[O:16])(=O)=O)=CC=1.[C-:28]#[N:29].[K+].O>CS(C)=O>[C:28]([CH2:11][C:12]([CH3:25])([CH3:26])[CH2:13][O:14][S:15]([C:18]1[CH:19]=[CH:20][C:21]([CH3:24])=[CH:22][CH:23]=1)(=[O:16])=[O:17])#[N:29] |f:1.2|. Reported procedure: To a solution of toluene-4-sulfonic acid 3-toluene-4-sulfonyloxy-2,2-dimethylpropyl ester (5.0 g, 12.1 mmol) in DMSO (15 mL) is added KCN (789 mg, 12.1 mmol). The mixture is stirred at 80° C. for 18 h then cooled to RT. The mixture is poured into water and extracted with ether. The organic layer is dried over sodium sulfate the filtrate concentrated. The crude material is purified by column chromatography to give the title compound.